From a dataset of the Open Reaction Database (ORD), a public repository of structured organic reaction records. describe an organic reaction: reactants, conditions, products, and yield Starting materials: C(C)(=O)OC(C)=O (Acetic anhydride), C(OCC)(OCC)OCC (triethyl orthoformate). Solvent: C(=O)O (formic acid). Product: C(C)(=O)OC(OCC)OCC (Diethoxymethyl acetate). The yield is 54.5%. RXN SMILES: C(OC(=O)C)(=[O:3])C.[CH:8]([O:15][CH2:16][CH3:17])([O:12][CH2:13][CH3:14])[O:9][CH2:10][CH3:11]>C(O)=O>[C:10]([O:9][CH:8]([O:15][CH2:16][CH3:17])[O:12][CH2:13][CH3:14])(=[O:3])[CH3:11]. Procedure details: Acetic anhydride (550 g), formic acid (275 g) and triethyl orthoformate (740 g) were reacted as is described in DeWolfe, Synthesis, 1974, 153-172 (scaled up five fold). The product had a b.p. of 77°-78° C. at 25 mm/Hg, and was obtained in a yield of 54.5%.